From a dataset of the Open Reaction Database (ORD), a public repository of structured organic reaction records. describe an organic reaction: reactants, conditions, products, and yield Starting materials: COC1=CC=C(CN(C2=NC=C(C=N2)C=2C3=C(N=C(N2)N2CCOCC2)NCC3)CC3=CC=C(C=C3)OC)C=C1 (bis-(4-methoxy-benzyl)-[5-(2-morpholin-4-yl-6,7-dihydro-5H-pyrrolo[2,3-d]pyrimidin-4-yl)-pyrimidin-2-yl]-amine), [H-].[Na+] (NaH), ClC1=C(C=CC=C1)N=C=O (2-chlorophenylisocyanate). Solvent: CN(C)C=O (DMF). Conditions: time 15 minute. Yields the product ClC1=C(C=CC=C1)NC(=O)N1CCC2=C1N=C(N=C2C=2C=NC(=NC2)N(CC2=CC=C(C=C2)OC)CC2=CC=C(C=C2)OC)N2CCOCC2 (4-{2-[bis-(4-methoxy-benzyl)-amino]-pyrimidin-5-yl}-2-morpholin-4-yl-5,6-dihydro-pyrrolo[2,3-d]pyrimidine-7-carboxylic acid (2-chloro-phenyl)-amide). Isolated yield 112.1%. RXN SMILES: [CH3:1][O:2][C:3]1[CH:40]=[CH:39][C:6]([CH2:7][N:8]([CH2:30][C:31]2[CH:36]=[CH:35][C:34]([O:37][CH3:38])=[CH:33][CH:32]=2)[C:9]2[N:14]=[CH:13][C:12]([C:15]3[C:16]4[CH2:29][CH2:28][NH:27][C:17]=4[N:18]=[C:19]([N:21]4[CH2:26][CH2:25][O:24][CH2:23][CH2:22]4)[N:20]=3)=[CH:11][N:10]=2)=[CH:5][CH:4]=1.[H-].[Na+].[Cl:43][C:44]1[CH:49]=[CH:48][CH:47]=[CH:46][C:45]=1[N:50]=[C:51]=[O:52]>CN(C=O)C>[Cl:43][C:44]1[CH:49]=[CH:48][CH:47]=[CH:46][C:45]=1[NH:50][C:51]([N:27]1[C:17]2[N:18]=[C:19]([N:21]3[CH2:26][CH2:25][O:24][CH2:23][CH2:22]3)[N:20]=[C:15]([C:12]3[CH:11]=[N:10][C:9]([N:8]([CH2:7][C:6]4[CH:5]=[CH:4][C:3]([O:2][CH3:1])=[CH:40][CH:39]=4)[CH2:30][C:31]4[CH:32]=[CH:33][C:34]([O:37][CH3:38])=[CH:35][CH:36]=4)=[N:14][CH:13]=3)[C:16]=2[CH2:29][CH2:28]1)=[O:52] |f:1.2|. Procedure: To a DMF solution (2 ml) of ice-cooled bis-(4-methoxy-benzyl)-[5-(2-morpholin-4-yl-6,7-dihydro-5H-pyrrolo[2,3-d]pyrimidin-4-yl)-pyrimidin-2-yl]-amine (80.0 mg, 0.148 mmol), 60% oily NaH (18 mg) was added, followed by stirring at room temperature for 15 minutes. To the reaction mixture, 2-chlorophenylisocyanate (53.4 μl, 0.445 mmol) was added, followed by further stirring for 1 hour. The reaction mixture was ice-cooled, and quenched with water (1 ml). This was diluted with dichloromethane (10 ml)... Starting materials: C1OC2(C3=C(C=CC4=C2C=CC(=C4)C(CO)C)C=CC=C3)OC1 (2-(5,5-ethylenedioxy-5H-dibenzo[a,d]cyclohepten-2-yl)propan-1-ol), C1=C(C=CC=2C(C3=C(C=CC21)C=CC=C3)=O)C(C(=O)O)C (2-(5H-dibenzo[a,d]cyclohepten-5-on-2-yl)propionic acid), C1OC2(C3=C(C=CC4=C2C=CC(=C4)CCO)C=CC=C3)OC1 (2-(5,5-ethylenedioxy-5H-dibenzo[a,d]cyclohepten-2-yl)ethanol). The product is C1=C(C=CC=2C(C3=C(C=CC21)C=CC=C3)=O)CC(=O)O (2-(5H-dibenzo[a,d]cyclohepten-5-on-2-yl)acetic acid). As a reaction SMILES: C1COC2(C3C=CC(C(C)CO)=CC=3C=CC3C=CC=CC2=3)O1.[CH:24]1[C:34]2[CH:33]=[CH:32][C:31]3[CH:35]=[CH:36][CH:37]=[CH:38][C:30]=3[C:29](=[O:39])[C:28]=2[CH:27]=[CH:26][C:25]=1[CH:40](C)[C:41]([OH:43])=[O:42].C1COC2(C3C=CC(CCO)=CC=3C=CC3C=CC=CC2=3)O1>>[CH:24]1[C:34]2[CH:33]=[CH:32][C:31]3[CH:35]=[CH:36][CH:37]=[CH:38][C:30]=3[C:29](=[O:39])[C:28]=2[CH:27]=[CH:26][C:25]=1[CH2:40][C:41]([OH:43])=[O:42]. Procedure: Using the conditions described in Example 1, 2-(5,5-ethylenedioxy-5H-dibenzo[a,d]cyclohepten-2-yl)propan-1-ol is converted, in similar yield, to 2-(5H-dibenzo[a,d]cyclohepten-5-on-2-yl)propionic acid and 2-(5,5-ethylenedioxy-5H-dibenzo[a,d]cyclohepten-2-yl)ethanol is converted in similar yield to 2-(5H-dibenzo[a,d]cyclohepten-5-on-2-yl)acetic acid. The yield is 3.9%. The reactants are ClC1=C(OCC(=O)C)C=CC=C1 (1-(2-Chlorophenoxy)acetone), Cl.NO (hydroxylamine hydrochloride). Procedure details: 1-(2-Chlorophenoxy)acetone (106.6 g, 0.58 mol) (J. Am. Chem. Soc., 75, 1953, 1134) was added to a solution of hydroxylamine hydrochloride (27.8 g, 4 mol) in 2N sodium hydroxide solution (420 ml) and sufficient ethanol to give a clear solution. The reaction mixture was refluxed for 30 minutes then concentrated in vacuo, the crude residue was extracted with diethyl ether (3×200 ml). The combined organic layers were dried over magnesium sulphate and concentrated in vacuo. The residue was distilled ... Yields the product ClC1=C(OCC(C)=NO)C=CC=C1 (1-(2-Chlorophenoxy)-2-propanone oxime). Run in [OH-].[Na+] (sodium hydroxide), C(C)O (ethanol). Reaction SMILES: [Cl:1][C:2]1[CH:12]=[CH:11][CH:10]=[CH:9][C:3]=1[O:4][CH2:5][C:6]([CH3:8])=O.Cl.[NH2:14][OH:15]>[OH-].[Na+].C(O)C>[Cl:1][C:2]1[CH:12]=[CH:11][CH:10]=[CH:9][C:3]=1[O:4][CH2:5][C:6](=[N:14][OH:15])[CH3:8] |f:1.2,3.4|. Reactants: Cl (HCl), C(=O)C1=CC=C(C=C1)C1=CC(=NC=C1)NC(OC(C)(C)C)=O (tert-butyl 4-(4-formylphenyl)pyridin-2-ylcarbamate). Run in CCOC(=O)C (EtOAc). Conditions: time 18 hour. Product: NC1=NC=CC(=C1)C1=CC=C(C=O)C=C1 (4-(2-aminopyridin-4-yl)benzaldehyde). RXN SMILES: Cl.[CH:2]([C:4]1[CH:9]=[CH:8][C:7]([C:10]2[CH:15]=[CH:14][N:13]=[C:12]([NH:16]C(=O)OC(C)(C)C)[CH:11]=2)=[CH:6][CH:5]=1)=[O:3]>CCOC(C)=O>[NH2:16][C:12]1[CH:11]=[C:10]([C:7]2[CH:8]=[CH:9][C:4]([CH:2]=[O:3])=[CH:5][CH:6]=2)[CH:15]=[CH:14][N:13]=1. Procedure details: A stream of HCl gas was bubbled into a suspension of tert-butyl 4-(4-formylphenyl)pyridin-2-ylcarbamate (2-1, 486 mg, 1.63 mmol) in EtOAc (50 mL) at 0° C. for 2 min. The acidified solution was allowed to reach 23° C. and was then stirred for 18 h. The reaction mixture was concentrated to give 4-(2-aminopyridin-4-yl)benzaldehyde (2-2) as an off-white solid. 1H NMR (300 MHz, CDCl3) δ 10.07 (s, 1H), 8.18 (d, 1H, J=5.5 Hz), 7.97 (d, 2H, J=8.6 Hz), 7.74 (d, 2H, J=8.1 Hz), 6.91 (dd, 1H, J=5.5, 1.5 Hz)... Starting materials: CO, OCC(O)c1nc(Cl)cc(NCCc2ccc(Cl)cc2Cl)n1, O. The product is O=Cc1nc(Cl)cc(NCCc2ccc(Cl)cc2Cl)n1. RXN SMILES: [CH3:23][OH:24].[Cl:1][c:2]1[n:3][c:4]([CH:19]([CH2:20][OH:21])[OH:22])[n:5][c:6]([NH:8][CH2:9][CH2:10][c:11]2[c:12]([Cl:18])[cH:13][c:14]([Cl:17])[cH:15][cH:16]2)[cH:7]1.[OH2:25]>>[Cl:1][c:2]1[n:3][c:4]([CH:19]=[O:22])[n:5][c:6]([NH:8][CH2:9][CH2:10][c:11]2[c:12]([Cl:18])[cH:13][c:14]([Cl:17])[cH:15][cH:16]2)[cH:7]1. The reactants are COC(C1=CC(=CC=C1)C=CC1=C(C=C(C=C1)O)C)=O (3-[2-(4-hydroxy-2-methyl-phenyl)-vinyl]-benzoic acid methyl ester), C([O-])([O-])=O.[K+].[K+] (potassium carbonate), BrCC1=C(C=NN1C1=C(C=CC=C1)C(F)(F)F)C(C)C (5-bromomethyl-4-isopropyl-1-(2-trifluoromethyl-phenyl)-1H-pyrazole). Run in CC#N (CH3CN), CC#N (CH3CN). Run at temperature 80 celsius, time 5 hour. The product is COC(C1=CC(=CC=C1)C=CC1=C(C=C(C=C1)OCC=1N(N=CC1C(C)C)C1=C(C=CC=C1)C(F)(F)F)C)=O (3-(2-{4-[4-Isopropyl-2-(2-trifluoromethyl-phenyl)-2H-pyrazol-3-ylmethoxy]-2-methyl-phenyl}-vinyl)-benzoic Acid Methyl Ester). As a reaction SMILES: [CH3:1][O:2][C:3](=[O:20])[C:4]1[CH:9]=[CH:8][CH:7]=[C:6]([CH:10]=[CH:11][C:12]2[CH:17]=[CH:16][C:15]([OH:18])=[CH:14][C:13]=2[CH3:19])[CH:5]=1.C(=O)([O-])[O-].[K+].[K+].Br[CH2:28][C:29]1[N:33]([C:34]2[CH:39]=[CH:38][CH:37]=[CH:36][C:35]=2[C:40]([F:43])([F:42])[F:41])[N:32]=[CH:31][C:30]=1[CH:44]([CH3:46])[CH3:45]>CC#N>[CH3:1][O:2][C:3](=[O:20])[C:4]1[CH:9]=[CH:8][CH:7]=[C:6]([CH:10]=[CH:11][C:12]2[CH:17]=[CH:16][C:15]([O:18][CH2:28][C:29]3[N:33]([C:34]4[CH:39]=[CH:38][CH:37]=[CH:36][C:35]=4[C:40]([F:42])([F:41])[F:43])[N:32]=[CH:31][C:30]=3[CH:44]([CH3:46])[CH3:45])=[CH:14][C:13]=2[CH3:19])[CH:5]=1 |f:1.2.3|. Reported procedure: To a suspension of 3-[2-(4-hydroxy-2-methyl-phenyl)-vinyl]-benzoic acid methyl ester (107 mg, 0.4 mmol) and potassium carbonate (138 mg, 1 mmol) in CH3CN (4 mL) is added 5-bromomethyl-4-isopropyl-1-(2-trifluoromethyl-phenyl)-1H-pyrazole in CH3CN (4 mL, approximately 0.1 mmol/mL). The reaction mixture is stirred at 80° C. for 5 hours and filtered through a Celite® pad eluting with EtOAc. The combined filtrate is concentrated and purified by column chromatography (0 to 20% EtOAc in hexanes) to giv... Starting materials: F[C@H]([C@@H](C=C)N[S@](=O)C(C)(C)C)C1=CC=CC=C1 ((R)—N-((1S,2R)-1-fluoro-1-phenylbut-3-en-2-yl)-2-methylpropane-2-sulfinamide), TEA, O(C(=O)OC(C)(C)C)C(=O)OC(C)(C)C (BOC2O), CO (methanol), Cl (HCl). The solvent is C(Cl)Cl (DCM). Reaction conditions: temperature 0 celsius, time 10 minute. Product: F[C@H]([C@@H](C=C)NC(OC(C)(C)C)=O)C1=CC=CC=C1 (tert-butyl (1S,2R)-1-fluoro-1-phenylbut-3-en-2-ylcarbamate). Yield: 105.4%. As a reaction SMILES: [F:1][C@@H:2]([C:13]1[CH:18]=[CH:17][CH:16]=[CH:15][CH:14]=1)[C@H:3]([NH:6][S@@](C(C)(C)C)=O)[CH:4]=[CH2:5].CO.Cl.[O:22](C(OC(C)(C)C)=O)[C:23]([O:25][C:26]([CH3:29])([CH3:28])[CH3:27])=O>C(Cl)Cl>[F:1][C@@H:2]([C:13]1[CH:14]=[CH:15][CH:16]=[CH:17][CH:18]=1)[C@H:3]([NH:6][C:23](=[O:22])[O:25][C:26]([CH3:29])([CH3:28])[CH3:27])[CH:4]=[CH2:5]. Procedure: To a 150 mL RBF containing (R)—N-((1S,2R)-1-fluoro-1-phenylbut-3-en-2-yl)-2-methylpropane-2-sulfinamide (107.00 mg, 397 μmol) was added methanol (5 mL) and the mixture was allowed to stir at 0° C. for 10 min. At this time, HCl (4N) (993 μl, 3972 μmol) was added and the reaction was allowed to stir for 30 min. Then TEA (1384 μl, 9930 μmol) was added to the mixture followed by DCM (2 ml) and BOC2O (173 mg, 794 μmol) in one portion. The reaction was allowed to stir overnight and then the bulk of th... The reactants are ClC=1C=C(C#N)C=C(C1N1N=C2C(C=NC=C2Cl)=C1)Cl (3,5-dichloro-4-(7-chloropyrazolo[4,3-c]pyridin-2-yl)benzonitrile), N(=[N+]=[N-])C1=C(C=NC=C1Br)\C=N\C1=C(C=C(C#N)C=C1Cl)Cl (4-{[1-(4-azido-5-bromo-pyridin-3-yl)-meth-(E)-ylidene]-amino}-3,5-dichlorobenzonitrile). Solvent: C1(=CC=CC=C1)C (toluene). Product: BrC=1C=2C(C=NC1)=CN(N2)C2=C(C=C(C#N)C=C2Cl)Cl (4-(7-Bromo-pyrazolo[4,3-c]pyridin-2-yl)-3,5-dichlorobenzonitrile). Yield: 70.0%. As a reaction SMILES: ClC1C=C(C=C(Cl)C=1N1C=C2C=NC=C(Cl)C2=N1)C#N.[N:21]([C:24]1[C:29]([Br:30])=[CH:28][N:27]=[CH:26][C:25]=1/[CH:31]=[N:32]/[C:33]1[C:40]([Cl:41])=[CH:39][C:36]([C:37]#[N:38])=[CH:35][C:34]=1[Cl:42])=[N+]=[N-]>C1(C)C=CC=CC=1>[Br:30][C:29]1[C:24]2[C:25](=[CH:31][N:32]([C:33]3[C:40]([Cl:41])=[CH:39][C:36]([C:37]#[N:38])=[CH:35][C:34]=3[Cl:42])[N:21]=2)[CH:26]=[N:27][CH:28]=1. Reported procedure: Following the procedure described for 3,5-dichloro-4-(7-chloropyrazolo[4,3-c]pyridin-2-yl)benzonitrile, 4-{[1-(4-azido-5-bromo-pyridin-3-yl)-meth-(E)-ylidene]-amino}-3,5-dichlorobenzonitrile was heated under reflux in toluene to afford the title compound as a beige solid (3.57 g, 70% yield). 1H NMR (300 MHz, methanol-d4): δ 9.26 (s, 1H), 9.06 (s, 1H), 8.46 (s, 1H), 8.20 (s, 2H).